From a dataset of the Open Reaction Database (ORD), a public repository of structured organic reaction records. describe an organic reaction: reactants, conditions, products, and yield Starting materials: COc1ccc2cccc(CO)c2c1, CCOC(C)=O, ClCCl, O=S(Cl)Cl. Product: COc1ccc2cccc(CCl)c2c1. RXN SMILES: [CH3:1][O:2][c:3]1[cH:4][cH:5][c:6]2[cH:7][cH:8][cH:9][c:10]([CH2:13][OH:14])[c:11]2[cH:12]1.[CH3:22][CH2:23][O:24][C:25](=[O:26])[CH3:27].[Cl:19][CH2:20][Cl:21].[S:15]([Cl:16])([Cl:17])=[O:18]>>[CH3:1][O:2][c:3]1[cH:4][cH:5][c:6]2[cH:7][cH:8][cH:9][c:10]([CH2:13][Cl:17])[c:11]2[cH:12]1. Reactants: NC1=CC=C(CNC(C2=CC=C(C=C2)OC)=O)C=C1 (N-(4-Aminobenzyl)-4-methoxybenzamide), S(=O)(=O)(O)O.ClC=1NCCN1 (2-chloroimidazoline sulfate). Solvent: CC(C)O (2-propanol). Reaction conditions: temperature 0 celsius. Yields the product N1C(=NCC1)NC1=CC=C(CNC(C2=CC=C(C=C2)OC)=O)C=C1 (N-[4-(4,5-Dihydro-1H-imidazol-2-ylamino)-benzyl]-4-methoxybenzamide). Yield: 61.4%. RXN SMILES: [NH2:1][C:2]1[CH:19]=[CH:18][C:5]([CH2:6][NH:7][C:8](=[O:17])[C:9]2[CH:14]=[CH:13][C:12]([O:15][CH3:16])=[CH:11][CH:10]=2)=[CH:4][CH:3]=1.S(O)(O)(=O)=O.Cl[C:26]1[NH:27][CH2:28][CH2:29][N:30]=1>CC(O)C>[NH:30]1[CH2:29][CH2:28][N:27]=[C:26]1[NH:1][C:2]1[CH:19]=[CH:18][C:5]([CH2:6][NH:7][C:8](=[O:17])[C:9]2[CH:14]=[CH:13][C:12]([O:15][CH3:16])=[CH:11][CH:10]=2)=[CH:4][CH:3]=1 |f:1.2|. Reported procedure: A mixture of N-(4-Aminobenzyl)-4-methoxybenzamide (15 g, 58.4 mmol), 2-chloroimidazoline sulfate (15.2 g, 74 mmol) and 2-propanol (380 mL) was heated at reflux for 2.5 h under N2. The mixture was cooled to 0° C. and filtered, and the filtrate was concentrated to dryness. To the resulting residue 10% aqueous sodium hydroxide was added to reach pH 13-14. The resulting suspension was filtered, and the solid N-[4-(4,5-dihydro-1H-imidazol-2-ylamino)-benzyl]-4-methoxybenzamide was crystallized from di... Reactants: O[C@H]1C=C([C@@H](C2(CCCC2)C1)C(=O)OCC)C (trans-ethyl 9-hydroxy-7-methylspiro[4.5]dec-7-ene-6-carboxylate), [OH-].[K+] (KOH), [OH-].[Na+] (NaOH). Solvent: C(C)O (ethanol). Conditions: time 2 hour. Product: O[C@H]1C=C([C@@H](C2(CCCC2)C1)C(=O)O)C (trans-9-hydroxy-7-methylspiro[4.5]dec-7-ene-6-carboxylic acid). Yield: 67.5%. As a reaction SMILES: [OH:1][C@@H:2]1[CH2:11][C:6]2([CH2:10][CH2:9][CH2:8][CH2:7]2)[C@@H:5]([C:12]([O:14]CC)=[O:13])[C:4]([CH3:17])=[CH:3]1.[OH-].[K+].[OH-].[Na+]>C(O)C>[OH:1][C@@H:2]1[CH2:11][C:6]2([CH2:7][CH2:8][CH2:9][CH2:10]2)[C@@H:5]([C:12]([OH:14])=[O:13])[C:4]([CH3:17])=[CH:3]1 |f:1.2,3.4|. Reported procedure: A 33:67 cis-/trans-ethyl 9-hydroxy-7-methylspiro[4.5]dec-7-ene-6-carboxylate (38 g, 0.16 mol, prepared as described in Example 16) was added to a solution of KOH (52.6 g, 0.8 mol) in ethanol (300 ml). The resulting mixture was stirred for 2 h at reflux, poured into cold 2N aqueous NaOH (100 ml), and extracted twice with MTBE (100 ml). The combined organic phases were washed with 2N aqueous NaOH (50 ml), the combined aqueous phases were acidified with conc. HCl, extracted twice with MTBE (150 ml)... Reactants: OCC1CCC(CC1)O (4-(hydroxymethyl)cylohexan-1-ol), C(C)(=O)OC(C)=O (acetic anhydride), N1=CC=CC=C1 (pyridine). Yields the product C(C)(=O)OCC1CCC(CC1)O (4-acetoxymethylcylohexan-1-ol). Reaction SMILES: [OH:1][CH2:2][CH:3]1[CH2:8][CH2:7][CH:6]([OH:9])[CH2:5][CH2:4]1.[C:10](OC(=O)C)(=[O:12])[CH3:11].N1C=CC=CC=1>>[C:10]([O:1][CH2:2][CH:3]1[CH2:8][CH2:7][CH:6]([OH:9])[CH2:5][CH2:4]1)(=[O:12])[CH3:11]. Procedure details: The 4-(hydroxymethyl)cylohexan-1-ol obtained above is treated with 1 eq. of acetic anhydride and 2 eq. of pyridine to provide 4-acetoxymethylcylohexan-1-ol. The reactants are CCO, [Cl-], [Fe], O=[N+]([O-])c1ccccc1Oc1ccc(O)cc1, [NH4+], O. The product is Nc1ccccc1Oc1ccc(O)cc1. Reaction SMILES: [CH3:20][CH2:21][OH:22].[Cl-:18].[Fe:24].[N+:1]([O-:2])(=[O:3])[c:4]1[c:5]([O:6][c:7]2[cH:8][cH:9][c:10]([OH:13])[cH:11][cH:12]2)[cH:14][cH:15][cH:16][cH:17]1.[NH4+:19].[OH2:23]>>[NH2:1][c:4]1[c:5]([O:6][c:7]2[cH:8][cH:9][c:10]([OH:13])[cH:11][cH:12]2)[cH:14][cH:15][cH:16][cH:17]1. Reactants: ClC1=CC=C(C=C1)C(C(=O)O)C (2-(4-chlorophenyl) propanoic acid), NCCCN1CCC(CC1)C=1C=C(C=CC1)NC(C)=O (N-{3-[1-(3-aminopropyl)-4-piperidinyl]phenyl}acetamide). The product is C(C)(=O)NC=1C=C(C=CC1)C1CCN(CC1)CCCNC(C(C)C1=CC=C(C=C1)Cl)=O (N-(3-{4-[3-(ACETYLAMINO)PHENYL]-1-PIPERIDINYL}PROPYL)-2-(4-CHLOROPHENYL) PROPANAMIDE). Reaction SMILES: [Cl:1][C:2]1[CH:7]=[CH:6][C:5]([CH:8]([CH3:12])[C:9]([OH:11])=O)=[CH:4][CH:3]=1.[NH2:13][CH2:14][CH2:15][CH2:16][N:17]1[CH2:22][CH2:21][CH:20]([C:23]2[CH:24]=[C:25]([NH:29][C:30](=[O:32])[CH3:31])[CH:26]=[CH:27][CH:28]=2)[CH2:19][CH2:18]1>>[C:30]([NH:29][C:25]1[CH:24]=[C:23]([CH:20]2[CH2:21][CH2:22][N:17]([CH2:16][CH2:15][CH2:14][NH:13][C:9](=[O:11])[CH:8]([C:5]3[CH:4]=[CH:3][C:2]([Cl:1])=[CH:7][CH:6]=3)[CH3:12])[CH2:18][CH2:19]2)[CH:28]=[CH:27][CH:26]=1)(=[O:32])[CH3:31]. Procedure: Example 95 was prepared from 2-(4-chlorophenyl) propanoic acid and N-{3-[1-(3-aminopropyl)-4-piperidinyl]phenyl}acetamide according to the procedures described in Scheme 10: 1H NMR (400 MHz, CDCl3) δ 7.48 (s, 1H), 7.36 (s, 1H), 7.31–7.25 (m, 6H), 6.98–6.93 (m, 2H), 3.51–3.48 (m, 1H), 3.35–3.31 (m, 2H), 3.03 (d, 1H, J=11.6 Hz), 2.93 (d, 1H, J=11.2 Hz), 2.50 (m, 1H), 2.42–2.38 (m, 2H), 2.19 (s, 3H), 2.05–1.96 (m, 2H), 1.90–1.80 (m, 2H), 1.70–1.59 (m, 4H), 1.51 (d, 3H, J=7.2 Hz); ESMS m/e: 442.2 (M... Starting materials: CC(C)(C)[Si](C)(C)OC(CCCCCCc1ccccc1)c1ncc(C=O)o1, CC(C)(C)[Si](C)(C)OC(CCCCCCc1ccccc1)c1ncco1, CN(C)C=O. Product: O=Cc1cnc(C(=O)CCCCCCc2ccccc2)o1. RXN SMILES: [C:1]([Si:2]([CH3:3])([CH3:4])[O:6][CH:7]([CH2:8][CH2:9][CH2:10][CH2:11][CH2:12][CH2:13][c:14]1[cH:15][cH:16][cH:17][cH:18][cH:19]1)[c:20]1[o:21][c:22]([CH:25]=[O:26])[cH:23][n:24]1)([CH3:5])([CH3:27])[CH3:28].[C:29]([Si:30]([CH3:31])([CH3:32])[O:33][CH:34]([c:35]1[o:36][cH:37][cH:38][n:39]1)[CH2:40][CH2:41][CH2:42][CH2:43][CH2:44][CH2:45][c:46]1[cH:47][cH:48][cH:49][cH:50][cH:51]1)([CH3:52])([CH3:53])[CH3:54].[CH3:55][N:56]([CH3:57])[CH:58]=[O:59]>>[O:6]=[C:7]([CH2:8][CH2:9][CH2:10][CH2:11][CH2:12][CH2:13][c:14]1[cH:15][cH:16][cH:17][cH:18][cH:19]1)[c:20]1[o:21][c:22]([CH:25]=[O:26])[cH:23][n:24]1. Starting materials: CCO, CC(C)(C)OC(=O)N=Cc1cc(N)ccc1CCOc1cccc([N+](=O)[O-])c1. Yields the product CC(C)(C)OC(=O)N=Cc1cc(N)ccc1CCOc1cccc(N)c1. RXN SMILES: [CH3:29][CH2:30][OH:31].[NH2:1][c:2]1[cH:3][c:4]([CH:20]=[N:21][C:22](=[O:23])[O:24][C:25]([CH3:26])([CH3:27])[CH3:28])[c:5]([CH2:8][CH2:9][O:10][c:11]2[cH:12][c:13]([N+:17]([O-:18])=[O:19])[cH:14][cH:15][cH:16]2)[cH:6][cH:7]1>>[NH2:1][c:2]1[cH:3][c:4]([CH:20]=[N:21][C:22](=[O:23])[O:24][C:25]([CH3:26])([CH3:27])[CH3:28])[c:5]([CH2:8][CH2:9][O:10][c:11]2[cH:12][c:13]([NH2:17])[cH:14][cH:15][cH:16]2)[cH:6][cH:7]1.